This data is from the Open Reaction Database (ORD), a public repository of structured organic reaction records. The task is: describe an organic reaction: reactants, conditions, products, and yield Reactants: N(=[Si])O (silicon oxynitride), barrier layer 23, N12[Si]34N5[Si]16N3[Si]25N46 (silicon nitride), N12[Si]34N5[Si]16N3[Si]25N46 (silicon nitride), N(=[Si])O (silicon oxynitride). Product: N12[Si]34N5[Si]16N3[Si]25N46 (silicon nitride), 480, [SiH4] (silane), N (ammonia). As a reaction SMILES: [N:1]12[Si:6]34[N:7]5[Si:4]61[N:5]3[Si:2]25[N:3]64.[N:8](O)=[Si]>>[N:1]12[Si:6]34[N:7]5[Si:4]61[N:5]3[Si:2]25[N:3]64.[SiH4:2].[NH3:8] |^3:9|. Procedure details: Alternatively, the silicon-rich barrier layer 23 can be silicon nitride or silicon oxynitride with a high refractive index. The determining and guiding physical characteristic is again the refractive index wherein the critical and preferred range for silicon nitride is between about 1.9 to 2.1 and for silicon oxynitride is between about 1.5 to 2.1. The silicon nitride layer is formed by the silane process under the typical conditions of power of 380 watts, pressure of 4.8 Torr, space of 480 mils... Reactants: O=C(CC(=O)OCC)CCC (Ethyl 3-ketohexanoate), [H][H] (hydrogen). Reagents/catalysts: [Ni] (Raney nickel). Run in O1CCCC1 (tetrahydrofuran). Conditions: temperature 50 celsius. Yields the product OC(CC(=O)OCC)CCC (racemic ethyl 3-hydroxyhexanoate). Yield: 81.3%. Reaction SMILES: [O:1]=[C:2]([CH2:9][CH2:10][CH3:11])[CH2:3][C:4]([O:6][CH2:7][CH3:8])=[O:5].[H][H]>[Ni].O1CCCC1>[OH:1][CH:2]([CH2:9][CH2:10][CH3:11])[CH2:3][C:4]([O:6][CH2:7][CH3:8])=[O:5]. Procedure details: Ethyl 3-ketohexanoate 50 g (0.32 mol), Raney nickel 10 g and tetrahydrofuran 500 ml were mixed, and the mixture was reacted with stirring in an autoclave at a temperature of 50° C. and a hydrogen pressure of 5 kg/cm2 for 30 hours. After removing the Raney nickel from the reactant by filtration, the filtrate was concentrated and distilled under reduced pressure to obtain racemic ethyl 3-hydroxyhexanoate 42 g (0.26 mol, 85% )